This data is from the Open Reaction Database (ORD), a public repository of structured organic reaction records. The task is: describe an organic reaction: reactants, conditions, products, and yield The reactants are C(C)(C)(C)C1=CC(=C(C=N1)C=1N([C@]([C@](N1)(C)C1=CC=C(C=C1)Cl)(C)C1=CC=C(C=C1)Cl)C(=O)Cl)OCC ((4S,5R)-2-(6-tert-butyl-4-ethoxy-pyridin-3-yl)-4,5-bis-(4-chloro-phenyl)-4,5-dimethyl-4,5-dihydro-imidazole-1-carbonyl chloride), C(C)(C)(C)OC(N[C@@H]1CNCC1)=O ((S)-pyrrolidin-3-yl-carbamic acid tert-butyl ester). The product is C(C)(C)(C)OC(N[C@@H]1CN(CC1)C(=O)N1C(=N[C@@]([C@@]1(C)C1=CC=C(C=C1)Cl)(C)C1=CC=C(C=C1)Cl)C=1C=NC(=CC1OCC)C(C)(C)C)=O ({(S)-1-[(4S,5R)-2-(6-tert-Butyl-4-ethoxy-pyridin-3-yl)-4,5-bis-(4-chloro-phenyl)-4,5-dimethyl-4,5-dihydro-imidazole-1-carbonyl]-pyrrolidin-3-yl}-carbamic acid tert-butyl ester). Reaction SMILES: [C:1]([C:5]1[N:10]=[CH:9][C:8]([C:11]2[N:12]([C:32](Cl)=[O:33])[C@@:13]([C:25]3[CH:30]=[CH:29][C:28]([Cl:31])=[CH:27][CH:26]=3)([CH3:24])[C@@:14]([C:17]3[CH:22]=[CH:21][C:20]([Cl:23])=[CH:19][CH:18]=3)([CH3:16])[N:15]=2)=[C:7]([O:35][CH2:36][CH3:37])[CH:6]=1)([CH3:4])([CH3:3])[CH3:2].[C:38]([O:42][C:43](=[O:50])[NH:44][C@H:45]1[CH2:49][CH2:48][NH:47][CH2:46]1)([CH3:41])([CH3:40])[CH3:39]>>[C:38]([O:42][C:43](=[O:50])[NH:44][C@H:45]1[CH2:49][CH2:48][N:47]([C:32]([N:12]2[C@@:13]([C:25]3[CH:30]=[CH:29][C:28]([Cl:31])=[CH:27][CH:26]=3)([CH3:24])[C@@:14]([C:17]3[CH:22]=[CH:21][C:20]([Cl:23])=[CH:19][CH:18]=3)([CH3:16])[N:15]=[C:11]2[C:8]2[CH:9]=[N:10][C:5]([C:1]([CH3:4])([CH3:2])[CH3:3])=[CH:6][C:7]=2[O:35][CH2:36][CH3:37])=[O:33])[CH2:46]1)([CH3:41])([CH3:39])[CH3:40]. Procedure details: In a manner analogous to the method described in examples 8, (4S,5R)-2-(6-tert-butyl-4-ethoxy-pyridin-3-yl)-4,5-bis-(4-chloro-phenyl)-4,5-dimethyl-4,5-dihydro-imidazole-1-carbonyl chloride (example 51) was coupled with (S)-pyrrolidin-3-yl-carbamic acid tert-butyl ester (Aldrich) to give the title compound. HR-MS (ES, m/z) calculated for C38H48Cl2N5O4 [(M+H)+] 708.3078, observed 708.3081. Reactants: Nc1cc(Br)cc2nc(-c3ccccn3)nn12, Cc1cccc(CO)n1, CN1CCCC1=O. Product: Cc1cccc(COc2cc(N)n3nc(-c4ccccn4)nc3c2)n1. As a reaction SMILES: [Br:1][c:2]1[cH:3][c:4]2[n:5]([c:6]([NH2:8])[cH:7]1)[n:9][c:10](-[c:12]1[n:13][cH:14][cH:15][cH:16][cH:17]1)[n:11]2.[CH3:18][c:19]1[cH:20][cH:21][cH:22][c:23]([CH2:25][OH:26])[n:24]1.[CH3:27][N:28]1[CH2:29][CH2:30][CH2:31][C:32]1=[O:33]>>[c:2]1([O:26][CH2:25][c:23]2[cH:22][cH:21][cH:20][c:19]([CH3:18])[n:24]2)[cH:3][c:4]2[n:5]([c:6]([NH2:8])[cH:7]1)[n:9][c:10](-[c:12]1[n:13][cH:14][cH:15][cH:16][cH:17]1)[n:11]2. Starting materials: ClC1=C(C=C(C=C1)NC(CN(C)C)=O)[N+](=O)[O-] (N1-(4-chloro-3-nitrophenyl)-N2,N2-dimethylglycinamide), O (H2O), Cl (HCl). Solvent: C(C)O (ethanol), CO (methanol). Reaction conditions: time 8 hour. Yields the product NC=1C=C(C=CC1Cl)NC(CN(C)C)=O (N1-(3-amino-4-chlorophenyl)-N2,N2-dimethylglycinamide). The yield is 101.6%. As a reaction SMILES: [Cl:1][C:2]1[CH:7]=[CH:6][C:5]([NH:8][C:9](=[O:14])[CH2:10][N:11]([CH3:13])[CH3:12])=[CH:4][C:3]=1[N+:15]([O-])=O.O.Cl>C(O)C.CO>[NH2:15][C:3]1[CH:4]=[C:5]([NH:8][C:9](=[O:14])[CH2:10][N:11]([CH3:12])[CH3:13])[CH:6]=[CH:7][C:2]=1[Cl:1]. Procedure details: A solution of N1-(4-chloro-3-nitrophenyl)-N2,N2-dimethylglycinamide (1.0 g, 3.89 mmol), SnCL2×2 H2O (5.26 g, 23.3 mmol, Aldrich), and 1M HCl (2 mL, Aldrich) in absolute ethanol (100 mL) was allowed to stir at RT overnight. The reaction was diluted with methanol (100 mL) and quenched with saturated NaHCO3 (200 mL). After stirring 2 hrs at rt, the emulsion was filtered through a celite pad and filtrate evaporated. The residue was then resuspended in dichloromethane (200 mL), washed with water (200... Starting materials: C(C)(C)(C)C1=CC=C(C=C1)C1=CC(=CC=C1)C1NC2=CC=C(C=C2C(C1)(C)C)C(=O)O (2-(4′-tert-butyl-biphenyl-3-yl)-4,4-dimethyl-1,2,3,4-tetrahydro-quinoline-6-carboxylic acid), 1-3-dimethylaminopropyl-3-ethylcarbodiimide hydrochloride, CS(=O)(=O)N (methane sulfonamide). The reagents and catalysts are CN(C1=CC=NC=C1)C (4-dimethylaminopyridine). Run in ClCCl (dichloromethane). The product is C(C)(C)(C)C1=CC=C(C=C1)C1=CC(=CC=C1)C1NC2=CC=C(C=C2C(C1)(C)C)C(=O)NS(=O)(=O)C (N-[2-(4′-tert-butyl-biphenyl-3-yl)-4,4-dimethyl-1,2,3,4-tetrahydro-quinoline-6-carbonyl]-methanesulfonamide). The yield is 20.0%. RXN SMILES: [C:1]([C:5]1[CH:10]=[CH:9][C:8]([C:11]2[CH:16]=[CH:15][CH:14]=[C:13]([CH:17]3[CH2:26][C:25]([CH3:28])([CH3:27])[C:24]4[C:19](=[CH:20][CH:21]=[C:22]([C:29]([OH:31])=O)[CH:23]=4)[NH:18]3)[CH:12]=2)=[CH:7][CH:6]=1)([CH3:4])([CH3:3])[CH3:2].[CH3:32][S:33]([NH2:36])(=[O:35])=[O:34]>CN(C)C1C=CN=CC=1.ClCCl>[C:1]([C:5]1[CH:10]=[CH:9][C:8]([C:11]2[CH:16]=[CH:15][CH:14]=[C:13]([CH:17]3[CH2:26][C:25]([CH3:27])([CH3:28])[C:24]4[C:19](=[CH:20][CH:21]=[C:22]([C:29]([NH:36][S:33]([CH3:32])(=[O:35])=[O:34])=[O:31])[CH:23]=4)[NH:18]3)[CH:12]=2)=[CH:7][CH:6]=1)([CH3:3])([CH3:4])[CH3:2]. Procedure details: A mixture of 2-(4′-tert-butyl-biphenyl-3-yl)-4,4-dimethyl-1,2,3,4-tetrahydro-quinoline-6-carboxylic acid (100 mg, 0.24 mmol), 1-3-dimethylaminopropyl-3-ethylcarbodiimide hydrochloride (70 mg, 0.36 mmol), 4-dimethylaminopyridine (44 mg, 0.36 mmol), methane sulfonamide (68.4 mg, 0.72 mmol) in dichloromethane (10 mL) was refluxed for 12 h. Removal of the solvent to afford the oil residue. Purification by Waters automated flash system (column: Xterra 30 mm×100 mm, sample manager 2767, pump 2525, det... Reactants: 24.2, COC1CN(CCC1=O)CC1=CC=CC=C1 (3-methoxy-1-(phenylmethyl)-4piperidinone), CNC (N-methylmethanamine), S1C=CC=C1 (thiophene), [H][H] (hydrogen). Reagents/catalysts: [Pd] (palladium-on-charcoal). The solvent is CO (methanol), CO (methanol). The product is 27.3, CO[C@@H]1CN(CC[C@@H]1N(C)C)CC1=CC=CC=C1 (cis-3-methoxy-N,N-dimethyl-1-(phenylmethyl)-4-piperidinamine). The yield is 100.0%. RXN SMILES: [CH3:1][O:2][CH:3]1[C:8](=O)[CH2:7][CH2:6][N:5]([CH2:10][C:11]2[CH:16]=[CH:15][CH:14]=[CH:13][CH:12]=2)[CH2:4]1.[CH3:17][NH:18][CH3:19].S1C=CC=C1.[H][H]>CO.[Pd]>[CH3:1][O:2][C@H:3]1[C@@H:8]([N:18]([CH3:19])[CH3:17])[CH2:7][CH2:6][N:5]([CH2:10][C:11]2[CH:16]=[CH:15][CH:14]=[CH:13][CH:12]=2)[CH2:4]1. Procedure details: A mixture of 24.2 parts of 3-methoxy-1-(phenylmethyl)-4piperidinone, 16 parts of N-methylmethanamine, 1 part of a thiophene solution in methanol and 520 parts of methanol was hydrogenated at normal pressure and at 50° C. with 3 parts of palladium-on-charcoal catalyst 10%. After the calculated amount of hydrogen was taken up, the catalyst was filtered off and the filtrate was evaporated, yielding 27.3 parts (100%) of cis-3-methoxy-N,N-dimethyl-1-(phenylmethyl)-4-piperidinamine (int. 27). Reactants: C(#C)C1=CC=C(C=C1)C1=C(C=CC=C1)C(F)(F)F (4′-Ethynyl-2-(trifluoromethyl)biphenyl), IC=1C=C2CN(CC2=CC1)C(C1=CC=CC=C1)(C1=CC=CC=C1)C1=CC=CC=C1 (5-iodo-2-tritylisoindoline), C#CCCCCCC (1-octyne), IC=1C=C2C=CNC2=CC1 (5-iodoindole). Product: FC(C1=C(C=CC=C1)C1=CC=C(C=C1)C#CC=1C=C2C=CNC2=CC1)(F)F (5-((2′-(Trifluoromethyl)biphenyl-4-yl)ethynyl)-1H-indole). Yield: 86.0%. RXN SMILES: [C:1]([C:3]1[CH:8]=[CH:7][C:6]([C:9]2[CH:14]=[CH:13][CH:12]=[CH:11][C:10]=2[C:15]([F:18])([F:17])[F:16])=[CH:5][CH:4]=1)#[CH:2].C#CCCCCCC.I[C:28]1[CH:29]=[C:30]2[C:34](=[CH:35][CH:36]=1)[NH:33][CH:32]=[CH:31]2.IC1C=C2C(=CC=1)CN(C(C1C=CC=CC=1)(C1C=CC=CC=1)C1C=CC=CC=1)C2>>[F:18][C:15]([F:16])([F:17])[C:10]1[CH:11]=[CH:12][CH:13]=[CH:14][C:9]=1[C:6]1[CH:7]=[CH:8][C:3]([C:1]#[C:2][C:28]2[CH:29]=[C:30]3[C:34](=[CH:35][CH:36]=2)[NH:33][CH:32]=[CH:31]3)=[CH:4][CH:5]=1. Procedure details: When the product of Step A was substituted for 1-octyne and 5-iodoindole was substituted for 5-iodo-2-tritylisoindoline in Example 2, Step D, the similar process afforded the title compound in 86% yield, as a colourless paste. 1H-NMR (CDCl3) 7.56 (broad s, 1H); 7.28-7.4 (m, 5H); 7.46 (tr, 1H, J=7.25 Hz); 7.53-7.58 (m, 3H); 7.73 (d, 1H, J=7.85 Hz); 7.87 (s, 1H); 8.23 (broad s, 1H). The reactants are CCOC(=O)Cc1nc(NCc2ccccn2)c2c(-c3ccccc3)csc2n1, CN, CCO, O. Product: CNC(=O)Cc1nc(NCc2ccccn2)c2c(-c3ccccc3)csc2n1. RXN SMILES: [CH2:1]([O:3][C:4](=[O:2])[CH2:5][c:6]1[n:7][c:8]([NH:21][CH2:22][c:23]2[n:24][cH:25][cH:26][cH:27][cH:28]2)[c:9]2[c:10]([n:11]1)[s:12][cH:13][c:14]2-[c:15]1[cH:16][cH:17][cH:18][cH:19][cH:20]1)[CH3:29].[CH3:30][NH2:31].[CH3:32][CH2:33][OH:34].[OH2:35]>>[O:3]=[C:4]([CH2:5][c:6]1[n:7][c:8]([NH:21][CH2:22][c:23]2[n:24][cH:25][cH:26][cH:27][cH:28]2)[c:9]2[c:10]([n:11]1)[s:12][cH:13][c:14]2-[c:15]1[cH:16][cH:17][cH:18][cH:19][cH:20]1)[NH:31][CH3:30]. Starting materials: CC(O)CN(C)C, Cc1ccccc1, CC(C)C(=C=O)c1ccc(Cl)cc1. Yields the product CC(CN(C)C)OC(=O)C(c1ccc(Cl)cc1)C(C)C. As a reaction SMILES: [CH3:1][N:2]([CH2:3][CH:4]([CH3:5])[OH:6])[CH3:7].[CH3:21][c:22]1[cH:23][cH:24][cH:25][cH:26][cH:27]1.[Cl:8][c:9]1[cH:10][cH:11][c:12]([C:15](=[C:16]=[O:17])[CH:18]([CH3:19])[CH3:20])[cH:13][cH:14]1>>[CH3:1][N:2]([CH2:3][CH:4]([CH3:5])[O:6][C:16]([CH:15]([c:12]1[cH:11][cH:10][c:9]([Cl:8])[cH:14][cH:13]1)[CH:18]([CH3:19])[CH3:20])=[O:17])[CH3:7].